This data is from the Open Reaction Database (ORD), a public repository of structured organic reaction records. The task is: describe an organic reaction: reactants, conditions, products, and yield The reactants are B, CCOC(=O)c1c(C)c[nH]c1CC(=O)NCCN(CC)CC, Cl, [Na+], C1CCOC1, C1CCOC1, [OH-], O. The product is CCOC(=O)c1c(C)c[nH]c1CCNCCN(CC)CC. RXN SMILES: [BH3:28].[CH2:1]([CH3:2])[O:3][C:4](=[O:5])[c:6]1[c:7]([CH2:12][C:13]([NH:14][CH2:15][CH2:16][N:17]([CH2:18][CH3:19])[CH2:20][CH3:21])=[O:22])[nH:8][cH:9][c:10]1[CH3:11].[ClH:29].[Na+:31].[O:23]1[CH2:24][CH2:25][CH2:26][CH2:27]1.[O:32]1[CH2:33][CH2:34][CH2:35][CH2:36]1.[OH-:30].[OH2:37]>>[CH2:1]([CH3:2])[O:3][C:4](=[O:5])[c:6]1[c:7]([CH2:12][CH2:13][NH:14][CH2:15][CH2:16][N:17]([CH2:18][CH3:19])[CH2:20][CH3:21])[nH:8][cH:9][c:10]1[CH3:11]. The reactants are [OH-].[Na+] (NaOH), FC1=C(C(=O)O[C@@H]2CC[C@@H](CC2)C2=CC=C(C=C2)Br)C=CC=C1 ((cis)-4-(4-Bromophenyl)cyclohexyl 2-fluorobenzoate), Cl (hydrochloric acid). Solvent: CO (methanol). Run at temperature 40 celsius, time 5 hour. The product is BrC1=CC=C(C=C1)[C@H]1CC[C@H](CC1)O ((cis)-4-(4-bromophenyl)cyclohexanol). Reaction SMILES: FC1C=CC=CC=1C([O:6][C@H:7]1[CH2:12][CH2:11][C@@H:10]([C:13]2[CH:18]=[CH:17][C:16]([Br:19])=[CH:15][CH:14]=2)[CH2:9][CH2:8]1)=O.[OH-].[Na+].Cl>CO>[Br:19][C:16]1[CH:15]=[CH:14][C:13]([C@@H:10]2[CH2:11][CH2:12][C@H:7]([OH:6])[CH2:8][CH2:9]2)=[CH:18][CH:17]=1 |f:1.2|. Reported procedure: (cis)-4-(4-Bromophenyl)cyclohexyl 2-fluorobenzoate (110 mg) is dissolved in methanol (2 mL), treated with aqueous NaOH solution (1 M, 875 μL) and the mixture is stirred for 48 hours at room temperature and for 5 hours at 40° C. Then the mixture is neutralized with hydrochloric acid (1 M), partitioned between ethylacetate and brine. The organic phase is dried (MgSO4) and concentrated. The residue is chromatographed on silica gel (cyclohexane/ethyl acetate 90:10→70:30) to give the title compound. ... The reactants are C1CCOC1, COC(=O)C(NS(=O)(=O)c1ccc(-c2ccc(COc3nc4ccccc4cc3C)cc2)cc1)C(C)C, CO, [Na+], [OH-]. Product: Cc1cc2ccccc2nc1OCc1ccc(-c2ccc(S(=O)(=O)NC(C(=O)O)C(C)C)cc2)cc1. Reaction SMILES: [CH2:42]1[O:43][CH2:44][CH2:45][CH2:46]1.[CH3:1][O:2][C:3]([CH:4]([CH:5]([CH3:6])[CH3:7])[NH:8][S:9](=[O:10])(=[O:11])[c:12]1[cH:13][cH:14][c:15](-[c:18]2[cH:19][cH:20][c:21]([CH2:24][O:25][c:26]3[n:27][c:28]4[cH:29][cH:30][cH:31][cH:32][c:33]4[cH:34][c:35]3[CH3:36])[cH:22][cH:23]2)[cH:16][cH:17]1)=[O:37].[CH3:38][OH:39].[Na+:41].[OH-:40]>>[O:2]=[C:3]([CH:4]([CH:5]([CH3:6])[CH3:7])[NH:8][S:9](=[O:10])(=[O:11])[c:12]1[cH:13][cH:14][c:15](-[c:18]2[cH:19][cH:20][c:21]([CH2:24][O:25][c:26]3[n:27][c:28]4[cH:29][cH:30][cH:31][cH:32][c:33]4[cH:34][c:35]3[CH3:36])[cH:22][cH:23]2)[cH:16][cH:17]1)[OH:37].